Dataset: the Open Reaction Database (ORD), a public repository of structured organic reaction records. Task: describe an organic reaction: reactants, conditions, products, and yield Yields the product FC1=CC=C(C=C1)C1=NNCC1C1=CN=C(S1)C(F)(F)F (4,5-dihydro-3-(4-fluorophenyl)-4-(2-trifluoromethyl-5-thiazolyl)-1H-pyrazole). Reactants: NN (hydrazine), C(C)(=O)OC(C)=O (acetic anhydride), FC1=CC=C(C=C1)C(CC1=CN=C(S1)C(F)(F)F)=O (1-(4-fluorophenyl)-2-(2-trifluoromethyl-5-thiazolyl)ethanone), CN(C)CN(C)C (N,N,N',N',-tetramethyldiaminomethane). RXN SMILES: C(OC(=O)C)(=O)C.[F:8][C:9]1[CH:14]=[CH:13][C:12]([C:15](=O)[CH2:16][C:17]2[S:21][C:20]([C:22]([F:25])([F:24])[F:23])=[N:19][CH:18]=2)=[CH:11][CH:10]=1.CN(C[N:31]([CH3:33])C)C.[NH2:34]N>C(Cl)(Cl)Cl.FC(F)(F)C(O)=O.ClCCl>[F:8][C:9]1[CH:14]=[CH:13][C:12]([C:15]2[CH:16]([C:17]3[S:21][C:20]([C:22]([F:25])([F:24])[F:23])=[N:19][CH:18]=3)[CH2:33][NH:31][N:34]=2)=[CH:11][CH:10]=1. Procedure details: A solution of 112 uL (microliters) (1.1 mmol) of acetic anhydride and 289 mg (milligram) (1.0 mmol) of 1-(4-fluorophenyl)-2-(2-trifluoromethyl-5-thiazolyl)ethanone in 2 mL of chloroform was added to a solution of 136 uL (12 mmol) of N,N,N',N',-tetramethyldiaminomethane in 3 mL of chloroform with stirring over a 5-min period. The resulting solution was stirred for 10 min and then 46 uL (1.5 mmol) of anhydrous hydrazine and one drop of trifluoroacetic acid were added sequentially. The mixture was ... Solvent: ClCCl (dichloromethane), C(Cl)(Cl)Cl (chloroform), C(Cl)(Cl)Cl (chloroform). Reagents/catalysts: FC(C(=O)O)(F)F (trifluoroacetic acid).